Dataset: the Open Reaction Database (ORD), a public repository of structured organic reaction records. Task: describe an organic reaction: reactants, conditions, products, and yield The reactants are S(=O)(=O)(OC)OC (dimethyl sulfate), C[C@]12CC[C@@H]3C=4C=CC(=CC4CC[C@H]3[C@@H]1CCC2=O)O (estrone), [OH-].[K+] (KOH), [OH-].[K+] (KOH). Solvent: O1CCCC1 (tetrahydrofuran), O1CCCC1 (tetrahydrofuran). Run at time 1 hour. Product: COC (methyl ether), C[C@]12CC[C@@H]3C=4C=CC(=CC4CC[C@H]3[C@@H]1CCC2=O)O (estrone). RXN SMILES: S([O:6][CH3:7])(OC)(=O)=O.[CH3:8][C@@:9]12[C:25](=[O:26])[CH2:24][CH2:23][C@H:22]1[C@H:21]1[C@@H:12]([C:13]3[CH:14]=[CH:15][C:16]([OH:27])=[CH:17][C:18]=3[CH2:19][CH2:20]1)[CH2:11][CH2:10]2.[OH-].[K+]>O1CCCC1>[CH3:8][O:6][CH3:7].[CH3:8][C@@:9]12[C:25](=[O:26])[CH2:24][CH2:23][C@H:22]1[C@H:21]1[C@@H:12]([C:13]3[CH:14]=[CH:15][C:16]([OH:27])=[CH:17][C:18]=3[CH2:19][CH2:20]1)[CH2:11][CH2:10]2 |f:2.3|. Procedure: Into a mixture of 0.39 ml of dimethyl sulfate and 5 ml of tetrahydrofuran, 1 g of estrone and 0.76 ml of 30% KOH aqueous solution dissolved in 5 ml of tetrahydrofuran were added over a period of one hour. The reaction temperature was maintained at 15° - 20°C. The resulting mixture was stirred for one hour. Then, after the addition of 10 ml of 1% KOH aqueous solution, Example 1 was repeated to obtain 1.049 g of the 100% purity methyl ether of estrone in a 99.8% yield. The reactants are C1(CCCC1)O (cyclopentanol), C1CO1 (ethylene oxide), [Na] (sodium). Run at temperature 75 celsius. The product is C1(CCCC1)OCCO (2-Cyclopentyloxyethanol). RXN SMILES: [CH:1]1([OH:6])[CH2:5][CH2:4][CH2:3][CH2:2]1.[CH2:7]1[O:9][CH2:8]1.[Na]>>[CH:1]1([O:6][CH2:7][CH2:8][OH:9])[CH2:5][CH2:4][CH2:3][CH2:2]1 |^1:9|. Reported procedure: 200 g (2.32 mols) of cyclopentanol, 38.5 cc (0.77 mol) of ethylene oxide and 2.3 g (0.1 g atom) of sodium metal are introduced at 0° C. into a 500 ml autoclave. The mixture is then heated for 4 hours at 75° C. The autoclave is left to cool and the reaction mixture is then distilled. This gives the title compound, which boils at 90°-92° C. under a pressure of 15 mm Hg. Reactants: CCc1cc(-c2cncc(C(=O)O)c2)c(C)[nH]c1=O, CCC(N)c1ccc(C)nc1. Yields the product CCc1cc(-c2cncc(C(=O)NC(CC)c3ccc(C)nc3)c2)c(C)[nH]c1=O. Reaction SMILES: [CH2:1]([CH3:2])[c:3]1[cH:4][c:5](-[c:11]2[cH:12][n:13][cH:14][c:15]([C:17](=[O:18])[OH:19])[cH:16]2)[c:6]([CH3:10])[nH:7][c:8]1=[O:9].[CH3:20][c:21]1[cH:22][cH:23][c:24]([CH:27]([CH2:28][CH3:29])[NH2:30])[cH:25][n:26]1>>[CH2:1]([CH3:2])[c:3]1[cH:4][c:5](-[c:11]2[cH:12][n:13][cH:14][c:15]([C:17](=[O:19])[NH:30][CH:27]([c:24]3[cH:23][cH:22][c:21]([CH3:20])[n:26][cH:25]3)[CH2:28][CH3:29])[cH:16]2)[c:6]([CH3:10])[nH:7][c:8]1=[O:9]. Starting materials: [OH-].[Li+] (lithium hydroxide), COC([C@@H](NC([C@@H](NC(=O)OC(C)(C)C)[C@@H](C)CC)=O)CC1=CNC=N1)=O (t-butoxycarbonylisoleucylhistidine methyl ester), Cl (hydrochloride). Run in CO (methanol). Conditions: time 3 hour. Yields the product Cl.C(C)(C)(C)OC(=O)N[C@@H]([C@@H](C)CC)C(=O)N[C@@H](CC1=CNC=N1)C(=O)O (t-butoxycarbonylisoleucylhistidine hydrochloride). Reaction SMILES: C[O:2][C:3](=[O:27])[C@H:4]([CH2:21][C:22]1[N:26]=[CH:25][NH:24][CH:23]=1)[NH:5][C:6](=[O:20])[C@H:7]([C@H:16]([CH2:18][CH3:19])[CH3:17])[NH:8][C:9]([O:11][C:12]([CH3:15])([CH3:14])[CH3:13])=[O:10].[OH-].[Li+].[ClH:30]>CO>[ClH:30].[C:12]([O:11][C:9]([NH:8][C@H:7]([C:6]([NH:5][C@H:4]([C:3]([OH:27])=[O:2])[CH2:21][C:22]1[N:26]=[CH:25][NH:24][CH:23]=1)=[O:20])[C@H:16]([CH2:18][CH3:19])[CH3:17])=[O:10])([CH3:14])([CH3:15])[CH3:13] |f:1.2,5.6|. Procedure: 29.4 g of t-butoxycarbonylisoleucylhistidine methyl ester is dissolved in 150 ml of methanol. To this solution is added 308 ml of 1 N lithium hydroxide. The reaction mixture is stirred for three hours, then neutralized with 1 N hydrochloride acid to pH 3. The solvent is removed by vacuum and the residue is dissolved in N,N-dimethylformamide. The solution is filtered and the solvent removed by vacuum. The residue is dissolved in methanol/2-propanol. The alcohol solution is added to 2 liters of co... Reactants: [Li+].[OH-] (LiOH), ClC1=C(NC(=C1)C(=O)NCCO)C(=O)OC (methyl 3-chloro-5-{[(2-hydroxyethyl)amino]carbonyl}-1H-pyrrole-2-carboxylate). The solvent is C1CCOC1 (THF), CO (methanol). Run at time 8 hour. Yields the product ClC1=C(NC(=C1)C(=O)NCCO)C(=O)O (3-Chloro-5-{[(2-hydroxyethyl)amino]carbonyl}-1H-pyrrole-2-carboxylic acid). Yield: 54.7%. RXN SMILES: [Li+].[OH-].[Cl:3][C:4]1[CH:8]=[C:7]([C:9]([NH:11][CH2:12][CH2:13][OH:14])=[O:10])[NH:6][C:5]=1[C:15]([O:17]C)=[O:16]>C1COCC1.CO>[Cl:3][C:4]1[CH:8]=[C:7]([C:9]([NH:11][CH2:12][CH2:13][OH:14])=[O:10])[NH:6][C:5]=1[C:15]([OH:17])=[O:16] |f:0.1|. Procedure details: LiOH (2 mL, 2 mmol) was added to a solution of methyl 3-chloro-5-{[(2-hydroxyethyl)amino]carbonyl}-1H-pyrrole-2-carboxylate (0.082 g, 0.33 mmol) in THF (2 mL) and methanol (2 mL). The solution was stirred at RT overnight. The solvent was evaporated and the residue partitioned between EtOAc and 1 N HCl. The organic layer was separated, dried over MgSO4, filtered and evaporated to afford very little solid. The aqueous layer was evaporated to a residue and the salts extracted with methanol. The met... Starting materials: C(C=C)(=O)OC(C)(C)C (tert-butyl acrylate), C=1(C(=CC=CC1)S(=O)(=O)N=C=O)C (toluenesulfonylisocyanate), [H-].[Na+] (sodium hydride), O1CCCC1 (tetrahydrofuran), O1CCCC1 (tetrahydrofuran). Conditions: time 2 hour. Yields the product C(C)(C)(C)OC(=O)C1=CNC=C1 (1H-Pyrrole-3-carboxylic acid tert-butyl ester). As a reaction SMILES: [C:1]([O:5][C:6]([CH3:9])([CH3:8])[CH3:7])(=[O:4])[CH:2]=[CH2:3].C1(C)C(S([N:19]=C=O)(=O)=O)=CC=CC=1.[H-].[Na+].O1[CH2:29][CH2:28]CC1>>[C:6]([O:5][C:1]([C:2]1[CH:29]=[CH:28][NH:19][CH:3]=1)=[O:4])([CH3:9])([CH3:8])[CH3:7] |f:2.3|. Procedure: A solution of tert-butyl acrylate (10.5 g) and toluenesulfonylisocyanate (16 g) in tetrahydrofuran (210 ml) was added dropwise at 70° C. to a suspension of sodium hydride (3.9 g) in tetrahydrofuran (200 ml) over 0.5 hour and stirred at the same temperature for two hours. After completion of the reaction, the solvent was evaporated, water was added to the residue and extracted with ethyl acetate three times. The organic layer was dried over anhydrous magnesium sulfate and concentrated. The result... The reactants are ClC1=C(C=CC(=C1)Cl)C(CN1C(C2=CC=CC=C2C1=O)=O)=O (2-[2-(2,4-dichlorophenyl)-2-oxoethyl]isoindoline-1,3-dione). The solvent is CN(C)C(OC)OC (N,N-dimethylformamidedimethyl acetal). Product: ClC1=C(C=CC(=C1)Cl)C(C(=CN(C)C)N1C(C2=CC=CC=C2C1=O)=O)=O (2-{2-(2,4-dichlorophenyl)-1-[(dimethylamino)methylene]-2-oxoethyl}-isoindoline-1,3-dione). RXN SMILES: [Cl:1][C:2]1[CH:7]=[C:6]([Cl:8])[CH:5]=[CH:4][C:3]=1[C:9](=[O:22])[CH2:10][N:11]1[C:19](=[O:20])[C:18]2[C:13](=[CH:14][CH:15]=[CH:16][CH:17]=2)[C:12]1=[O:21]>CN(C(OC)OC)C>[Cl:1][C:2]1[CH:7]=[C:6]([Cl:8])[CH:5]=[CH:4][C:3]=1[C:9](=[O:22])[C:10]([N:11]1[C:19](=[O:20])[C:18]2[C:13](=[CH:14][CH:15]=[CH:16][CH:17]=2)[C:12]1=[O:21])=[CH:10][N:11]([CH3:19])[CH3:12]. Procedure details: 1 mmol of 2-[2-(2,4-dichlorophenyl)-2-oxoethyl]isoindoline-1,3-dione was heated to 80° C. in neat N,N-dimethylformamidedimethyl acetal for six hours. The reaction mixture was concentrated in vacuo and purified by trituration with diethyl ether to obtain 2-{2-(2,4-dichlorophenyl)-1-[(dimethylamino)methylene]-2-oxoethyl}-isoindoline-1,3-dione. Starting materials: ClC1=CC=C(OC2=C(CN)C=CC=C2)C=C1 (2-(4-chlorophenoxy)benzylamine), C1(CCCC1)C(=O)N1CCC(CC1)=O (1-cyclopentanecarbonylpiperidin-4-one), [BH-](OC(=O)C)(OC(=O)C)OC(=O)C.[Na+] (NaBH(OAc)3), C(C)(=O)O (acetic acid). Solvent: ClCCCl (DCE). Yields the product ClC1=CC=C(OC2=C(CNC3CCN(CC3)C(=O)C3CCCC3)C=CC=C2)C=C1 ({4-[2-(4-chlorophenoxy)benzylamino]piperidin-1-yl}cyclopentylmethanone). Yield: 81.5%. RXN SMILES: [Cl:1][C:2]1[CH:16]=[CH:15][C:5]([O:6][C:7]2[CH:14]=[CH:13][CH:12]=[CH:11][C:8]=2[CH2:9][NH2:10])=[CH:4][CH:3]=1.[CH:17]1([C:22]([N:24]2[CH2:29][CH2:28][C:27](=O)[CH2:26][CH2:25]2)=[O:23])[CH2:21][CH2:20][CH2:19][CH2:18]1.[BH-](OC(C)=O)(OC(C)=O)OC(C)=O.[Na+].C(O)(=O)C>ClCCCl>[Cl:1][C:2]1[CH:16]=[CH:15][C:5]([O:6][C:7]2[CH:14]=[CH:13][CH:12]=[CH:11][C:8]=2[CH2:9][NH:10][CH:27]2[CH2:28][CH2:29][N:24]([C:22]([CH:17]3[CH2:21][CH2:20][CH2:19][CH2:18]3)=[O:23])[CH2:25][CH2:26]2)=[CH:4][CH:3]=1 |f:2.3|. Procedure: A solution of 2-(4-chlorophenoxy)benzylamine (AMR01076, 100 mg, 0.428 mmol) and 1-cyclopentanecarbonylpiperidin-4-one (83.5 mg, 0.428 mmol) in DCE (5 mL) was treated with NaBH(OAc)3 (127 mg, 0.60 mmol) and acetic acid (26 mg, 0.428 mmol). The mixture was stirred at room temperature under a N2 atmosphere until TLC showed that the reactants were consumed (30 min). Then it was quenched with saturated NaHCO3 solution, the aqueous layer was washed with DCM (2×20 mL), and the combined organic layers w... Reactants: CC(C)(C)OC(=O)COc1ccc(C(C)(C)C)c(F)c1, ClCCl, C1CCOC1, O=C(O)C(F)(F)F. The product is CC(C)(C)c1ccc(OCC(=O)O)cc1F. As a reaction SMILES: [C:1]([CH3:2])([CH3:3])([CH3:4])[c:5]1[c:6]([F:20])[cH:7][c:8]([O:9][CH2:10][C:11](=[O:12])[O:13][C:14]([CH3:15])([CH3:16])[CH3:17])[cH:18][cH:19]1.[CH2:33]([Cl:34])[Cl:35].[O:28]1[CH2:29][CH2:30][CH2:31][CH2:32]1.[OH:21][C:22]([C:23]([F:24])([F:25])[F:26])=[O:27]>>[C:1]([CH3:2])([CH3:3])([CH3:4])[c:5]1[c:6]([F:20])[cH:7][c:8]([O:9][CH2:10][C:11](=[O:12])[OH:13])[cH:18][cH:19]1.